This data is from the Open Reaction Database (ORD), a public repository of structured organic reaction records. The task is: describe an organic reaction: reactants, conditions, products, and yield Reactants: FC1=C(C=CC=C1)NC(NC1=CC=C(C=C1)C=1C=C2CN(C(C2=CC1)=O)[C@H](C(=O)OC)C(C)C)=S ((S)-Methyl 2-(5-(4-(3-(2-fluorophenyl)thioureido)phenyl)-1-oxoisoindolin-2-yl)-3-methylbutanoate), NC1=CC=C(C=C1)C=1C=C2CN(C(C2=CC1)=O)[C@H](C(=O)OC)C(C)C ((S)-Methyl 2-(5-(4-aminophenyl)-1-oxoisoindolin-2-yl)-3-methylbutanoate), FC1=CC=C(C=C1)N=C=S (4-fluorophenyl isothiocyanate), compound, compound. Product: FC=1C=C(C=CC1)NC(NC1=CC=C(C=C1)C=1C=C2CN(C(C2=CC1)=O)[C@H](C(=O)OC)C(C)C)=S ((S)-Methyl 2-(5-(4-(3-(3-fluorophenyl)thioureido)phenyl)-1-oxoisoindolin-2-yl)-3-methylbutanoate). Reaction SMILES: FC1C=CC=CC=1[NH:8][C:9](=[S:35])[NH:10][C:11]1[CH:16]=[CH:15][C:14]([C:17]2[CH:18]=[C:19]3[C:23](=[CH:24][CH:25]=2)[C:22](=[O:26])[N:21]([C@@H:27]([CH:32]([CH3:34])[CH3:33])[C:28]([O:30][CH3:31])=[O:29])[CH2:20]3)=[CH:13][CH:12]=1.NC1C=CC(C2C=C3C(=CC=2)C(=O)N([C@@H](C(C)C)C(OC)=O)C3)=CC=1.[F:61][C:62]1[CH:67]=[CH:66][C:65](N=C=S)=[CH:64][CH:63]=1>>[F:61][C:62]1[CH:63]=[C:64]([NH:8][C:9](=[S:35])[NH:10][C:11]2[CH:12]=[CH:13][C:14]([C:17]3[CH:18]=[C:19]4[C:23](=[CH:24][CH:25]=3)[C:22](=[O:26])[N:21]([C@@H:27]([CH:32]([CH3:33])[CH3:34])[C:28]([O:30][CH3:31])=[O:29])[CH2:20]4)=[CH:15][CH:16]=2)[CH:65]=[CH:66][CH:67]=1. Reported procedure: The compound of example 276 was prepared analogous to compound of example 256 by reaction of compound of example 223 with 4-fluorophenyl isothiocyanate. The compound of example 276 was used directly without isolation, for the preparation of compound of example 277.